This data is from the Open Reaction Database (ORD), a public repository of structured organic reaction records. The task is: describe an organic reaction: reactants, conditions, products, and yield Reactants: CN1CCOCC1, CCC(C)C(N)C(=O)OC, O=C(Cl)Oc1ccc([N+](=O)[O-])cc1, ClCCl, Cl. Yields the product CCC(C)C(NC(=O)Oc1ccc([N+](=O)[O-])cc1)C(=O)OC. Reaction SMILES: [CH3:25][N:26]1[CH2:27][CH2:28][O:29][CH2:30][CH2:31]1.[CH3:2][O:3][C:4]([CH:5]([NH2:6])[CH:7]([CH3:8])[CH2:9][CH3:10])=[O:11].[Cl:12][C:13](=[O:14])[O:15][c:16]1[cH:17][cH:18][c:19]([N+:22](=[O:23])[O-:24])[cH:20][cH:21]1.[Cl:32][CH2:33][Cl:34].[ClH:1]>>[CH3:2][O:3][C:4]([CH:5]([NH:6][C:13](=[O:14])[O:15][c:16]1[cH:17][cH:18][c:19]([N+:22](=[O:23])[O-:24])[cH:20][cH:21]1)[CH:7]([CH3:8])[CH2:9][CH3:10])=[O:11]. Reactants: CCOc1cc(Br)ccc1C#N, CC1(C)OB(c2cncc(C=O)c2)OC1(C)C, COCCOC, [Na+], [Na+], O=C([O-])[O-], c1ccc(P(c2ccccc2)(c2ccccc2)[Pd](P(c2ccccc2)(c2ccccc2)c2ccccc2)(P(c2ccccc2)(c2ccccc2)c2ccccc2)P(c2ccccc2)(c2ccccc2)c2ccccc2)cc1. Yields the product CCOc1cc(-c2cncc(C=O)c2)ccc1C#N. Reaction SMILES: [Br:1][c:2]1[cH:3][c:4]([O:10][CH2:11][CH3:12])[c:5]([C:6]#[N:7])[cH:8][cH:9]1.[CH3:13][C:14]1([CH3:15])[C:16]([CH3:17])([CH3:18])[O:19][B:20]([c:21]2[cH:22][n:23][cH:24][c:25]([CH:26]=[O:27])[cH:28]2)[O:29]1.[CH3:36][O:37][CH2:38][CH2:39][O:40][CH3:41].[Na+:30].[Na+:31].[O-:32][C:33](=[O:34])[O-:35].[cH:42]1[cH:43][cH:44][c:45]([P:46]([Pd:47]([P:48]([c:49]2[cH:50][cH:51][cH:52][cH:53][cH:54]2)([c:55]2[cH:56][cH:57][cH:58][cH:59][cH:60]2)[c:61]2[cH:62][cH:63][cH:64][cH:65][cH:66]2)([P:67]([c:68]2[cH:69][cH:70][cH:71][cH:72][cH:73]2)([c:74]2[cH:75][cH:76][cH:77][cH:78][cH:79]2)[c:80]2[cH:81][cH:82][cH:83][cH:84][cH:85]2)[P:86]([c:87]2[cH:88][cH:89][cH:90][cH:91][cH:92]2)([c:93]2[cH:94][cH:95][cH:96][cH:97][cH:98]2)[c:99]2[cH:100][cH:101][cH:102][cH:103][cH:104]2)([c:105]2[cH:106][cH:107][cH:108][cH:109][cH:110]2)[c:111]2[cH:112][cH:113][cH:114][cH:115][cH:116]2)[cH:117][cH:118]1>>[c:2]1(-[c:21]2[cH:22][n:23][cH:24][c:25]([CH:26]=[O:27])[cH:28]2)[cH:3][c:4]([O:10][CH2:11][CH3:12])[c:5]([C:6]#[N:7])[cH:8][cH:9]1.